From a dataset of the Open Reaction Database (ORD), a public repository of structured organic reaction records. describe an organic reaction: reactants, conditions, products, and yield Starting materials: Cc1cc(Br)nc(C)c1N, CC(C)CN1CCN2CCN(CC(C)C)P1N(CC(C)C)CC2, COc1c(Cl)ncnc1OC1CCN(C(=O)OC(C)C)CC1, CC(=O)[O-], CC(=O)[O-], C1COCCO1, O, [Pd+2]. The product is COc1c(Nc2c(C)cc(Br)nc2C)ncnc1OC1CCN(C(=O)OC(C)C)CC1. RXN SMILES: [Br:23][c:24]1[cH:25][c:26]([CH3:32])[c:27]([NH2:31])[c:28]([CH3:30])[n:29]1.[CH2:33]([N:34]1[CH2:35][CH2:36][N:37]2[CH2:38][CH2:39][N:40]([CH2:41][CH:42]([CH3:43])[CH3:44])[P:45]1[N:46]([CH2:47][CH:48]([CH3:49])[CH3:50])[CH2:51][CH2:52]2)[CH:53]([CH3:54])[CH3:55].[Cl:1][c:2]1[c:3]([O:21][CH3:22])[c:4]([O:8][CH:9]2[CH2:10][CH2:11][N:12]([C:15](=[O:16])[O:17][CH:18]([CH3:19])[CH3:20])[CH2:13][CH2:14]2)[n:5][cH:6][n:7]1.[O-:64][C:65]([CH3:66])=[O:67].[O-:68][C:69]([CH3:70])=[O:71].[O:57]1[CH2:58][CH2:59][O:60][CH2:61][CH2:62]1.[OH2:56].[Pd+2:63]>>[c:2]1([NH:31][c:27]2[c:26]([CH3:32])[cH:25][c:24]([Br:23])[n:29][c:28]2[CH3:30])[c:3]([O:21][CH3:22])[c:4]([O:8][CH:9]2[CH2:10][CH2:11][N:12]([C:15](=[O:16])[O:17][CH:18]([CH3:19])[CH3:20])[CH2:13][CH2:14]2)[n:5][cH:6][n:7]1. Starting materials: FC=1C=C(C=CC1OC1=C2C(=NC=C1)C=CS2)N (3-Fluoro-4-(thieno[3,2-b]pyridin-7-yloxy)benzenamine), FC=1C=C(C=CC1OC1=C2C(=NC=C1)C=C(S2)C2=CC=C(C=C2)S(=O)(=O)C)NC(=S)NC(CC2=CC=CC=C2)=O (N-(3-Fluoro-4-(2-(4-(methylsulfonyl)phenyl)thieno[3,2-b]pyridin-7-yloxy)phenylcarbamothioyl)-2-phenylacetamide). Yields the product FC=1C=C(C=CC1OC1=C2C(=NC=C1)C=CS2)NC(=S)NC(CC2=CC=CC=C2)=O (N-(3-Fluoro-4-(thieno[3,2-b]pyridin-7-yloxy)phenylcarbamothioyl)-2-phenylacetamide). The yield is 29.0%. RXN SMILES: FC1C=C(N)C=CC=1OC1C=CN=C2C=CSC=12.[F:19][C:20]1[CH:21]=[C:22]([NH:46][C:47]([NH:49][C:50](=[O:58])[CH2:51][C:52]2[CH:57]=[CH:56][CH:55]=[CH:54][CH:53]=2)=[S:48])[CH:23]=[CH:24][C:25]=1[O:26][C:27]1[CH:32]=[CH:31][N:30]=[C:29]2[CH:33]=[C:34](C3C=CC(S(C)(=O)=O)=CC=3)[S:35][C:28]=12>>[F:19][C:20]1[CH:21]=[C:22]([NH:46][C:47]([NH:49][C:50](=[O:58])[CH2:51][C:52]2[CH:53]=[CH:54][CH:55]=[CH:56][CH:57]=2)=[S:48])[CH:23]=[CH:24][C:25]=1[O:26][C:27]1[CH:32]=[CH:31][N:30]=[C:29]2[CH:33]=[CH:34][S:35][C:28]=12. Reported procedure: Starting from the amine 169 and following the procedure described above for the synthesis of compound 50 (scheme 10, example 55), title compound 170a was obtained in 29 % yield). 1H NMR (400 MHz, DMSO-d6) δ ppm: 12.46(s, 1H), 11.81(s, 1H), 8.52(d, J=5.2 Hz, 1H), 8.17(d, J=5.2 Hz, 1H), 8.01(dd, J=2.0 and 11.2 Hz, 1H), 7.60(d, J=5.2 Hz, 1H), 7.58-7.48(m, 2H), 7.36-7.30(m, 4H), 7.30-7.22(m, 1H), 6.64(d, J=5.2 Hz, 1H), 3.82(s, 2H). LRMS (M+1) 437.5 (100%). Starting materials: Cc1ncc(NC(=O)C2(c3ccc4c(c3)OCO4)CC2)cc1Br, Cc1ncc(NC(=O)C2(c3ccc4c(c3)OCO4)CC2)cc1-c1ccccc1, OCc1ccc(B(O)O)cc1. The product is Cc1ncc(NC(=O)C2(c3ccc4c(c3)OCO4)CC2)cc1-c1ccc(CO)cc1. As a reaction SMILES: [O:12]1[CH2:13][O:14][c:15]2[c:16]1[cH:17][cH:18][c:19]([C:21]1([C:24](=[O:25])[NH:26][c:27]3[cH:28][n:29][c:30]([CH3:34])[c:31]([Br:33])[cH:32]3)[CH2:22][CH2:23]1)[cH:20]2.[O:35]1[c:36]2[cH:37][cH:38][c:39]([C:40]3([C:41]([NH:42][c:43]4[cH:44][n:45][c:46]([CH3:47])[c:48](-[c:49]5[cH:50][cH:51][cH:52][cH:53][cH:54]5)[cH:55]4)=[O:56])[CH2:57][CH2:58]3)[cH:59][c:60]2[O:61][CH2:62]1.[OH:1][CH2:2][c:3]1[cH:4][cH:5][c:6]([B:9]([OH:10])[OH:11])[cH:7][cH:8]1>>[OH:1][CH2:2][c:3]1[cH:4][cH:5][c:6](-[c:31]2[c:30]([CH3:34])[n:29][cH:28][c:27]([NH:26][C:24]([C:21]3([c:19]4[cH:18][cH:17][c:16]5[c:15]([cH:20]4)[O:14][CH2:13][O:12]5)[CH2:22][CH2:23]3)=[O:25])[cH:32]2)[cH:7][cH:8]1. Reactants: CN(C)c1cccc2c(S(=O)(=O)NCC(=O)N3CCCC3C(=O)OC(C)(C)C)cccc12, Cl, C1COCCO1. Yields the product Cl, CN(C)c1cccc2c(S(=O)(=O)NCC(=O)N3CCCC3C(=O)O)cccc12. RXN SMILES: [C:2]([CH3:3])([CH3:4])([CH3:5])[O:6][C:7]([CH:8]1[N:9]([C:13]([CH2:14][NH:15][S:16](=[O:17])(=[O:18])[c:19]2[cH:20][cH:21][cH:22][c:23]3[c:24]([N:29]([CH3:30])[CH3:31])[cH:25][cH:26][cH:27][c:28]23)=[O:32])[CH2:10][CH2:11][CH2:12]1)=[O:33].[ClH:1].[O:34]1[CH2:35][CH2:36][O:37][CH2:38][CH2:39]1>>[ClH:1].[O:6]=[C:7]([CH:8]1[N:9]([C:13]([CH2:14][NH:15][S:16](=[O:17])(=[O:18])[c:19]2[cH:20][cH:21][cH:22][c:23]3[c:24]([N:29]([CH3:30])[CH3:31])[cH:25][cH:26][cH:27][c:28]23)=[O:32])[CH2:10][CH2:11][CH2:12]1)[OH:33]. Starting materials: CN1CC2=CC=CC=C2C(C1)O (1,2,3,4-tetrahydro-2-methyl-4-isoquinolinol), [H-].[Na+] (sodium hydride), FC1=CC=C(C#N)C=C1 (4-fluorobenzonitrile). The solvent is CN(C)C=O (DMF), CN(C)C=O (DMF). Conditions: time 16 hour. Product: C(#N)C1=CC=C(OC2CN(CC3=CC=CC=C23)C)C=C1 (4-(p-Cyanophenoxy)-2-methyl-1,2,3,4-tetrahydroisoquinoline). RXN SMILES: [CH3:1][N:2]1[CH2:11][CH:10]([OH:12])[C:9]2[C:4](=[CH:5][CH:6]=[CH:7][CH:8]=2)[CH2:3]1.[H-].[Na+].F[C:16]1[CH:23]=[CH:22][C:19]([C:20]#[N:21])=[CH:18][CH:17]=1>CN(C=O)C>[C:20]([C:19]1[CH:22]=[CH:23][C:16]([O:12][CH:10]2[C:9]3[C:4](=[CH:5][CH:6]=[CH:7][CH:8]=3)[CH2:3][N:2]([CH3:1])[CH2:11]2)=[CH:17][CH:18]=1)#[N:21] |f:1.2|. Reported procedure: A solution of 1,2,3,4-tetrahydro-2-methyl-4-isoquinolinol (3.0 g, 0.018 mole) in dry DMF (15 ml) is added dropwise under nitrogen to a suspension of sodium hydride 50% (98%) (1.1 g, 0.022 mole), previously washed with hexane, in dry DMF (25 ml). The mixture is warmed to 60° C., at which time a solution of 4-fluorobenzonitrile (2.2 g, 0.018 mole) in dry DMF (15 ml) is slowly added. The reaction mixture is stirred at room temperature for 16 hours. Starting materials: COC(=O)c1cc(-c2ccc(OCc3ccccc3)cc2)c(=O)n2ccc3ccsc3c12, CCO, [K+], [OH-], O. The product is O=C(O)c1cc(-c2ccc(OCc3ccccc3)cc2)c(=O)n2ccc3ccsc3c12. As a reaction SMILES: [CH2:1]([c:2]1[cH:3][cH:4][cH:5][cH:6][cH:7]1)[O:8][c:9]1[cH:10][cH:11][c:12](-[c:15]2[c:16](=[O:32])[n:17]3[cH:18][cH:19][c:20]4[c:21]([c:22]3[c:23]([C:25](=[O:26])[O:27][CH3:28])[cH:24]2)[s:29][cH:30][cH:31]4)[cH:13][cH:14]1.[CH3:35][CH2:36][OH:37].[K+:34].[OH-:33].[OH2:38]>>[CH2:1]([c:2]1[cH:3][cH:4][cH:5][cH:6][cH:7]1)[O:8][c:9]1[cH:10][cH:11][c:12](-[c:15]2[c:16](=[O:32])[n:17]3[cH:18][cH:19][c:20]4[c:21]([c:22]3[c:23]([C:25](=[O:26])[OH:27])[cH:24]2)[s:29][cH:30][cH:31]4)[cH:13][cH:14]1. The reactants are C(=O)(O)[O-].[Na+] (NaHCO3), FC1=C(C=CC(=C1)I)N1N=C(C(C(=C1)OC)=O)C1=CC=NN1C1=CC=CC=C1 (1-(2-fluoro-4-iodophenyl)-5-methoxy-3-(1-phenyl-1H-pyrazol-5-yl)pyridazin-4(1H)-one), CC1(CC(NC1)=O)C (4,4-dimethyl-2-pyrrolidinone), N[C@H]1[C@@H](CCCC1)N (trans-1,2-diaminocyclohexane), [O-]P(=O)([O-])[O-].[K+].[K+].[K+] (K3PO4). The reagents and catalysts are [Cu]I (CuI). Run in O1CCOCC1 (1,4-dioxane). Reaction conditions: temperature 110 celsius. Product: CC1(CC(N(C1)C1=CC(=C(C=C1)N1N=C(C(C(=C1)OC)=O)C1=CC=NN1C1=CC=CC=C1)F)=O)C (1-[4-(4,4-Dimethyl-2-oxopyrrolidin-1-yl)-2-fluorophenyl]-5-methoxy-3-(1-phenyl-1H-pyrazol-5-yl)pyridazin-4(1H)-one). The yield is 60.3%. As a reaction SMILES: [F:1][C:2]1[CH:7]=[C:6](I)[CH:5]=[CH:4][C:3]=1[N:9]1[CH:14]=[C:13]([O:15][CH3:16])[C:12](=[O:17])[C:11]([C:18]2[N:22]([C:23]3[CH:28]=[CH:27][CH:26]=[CH:25][CH:24]=3)[N:21]=[CH:20][CH:19]=2)=[N:10]1.[CH3:29][C:30]1([CH3:36])[CH2:34][NH:33][C:32](=[O:35])[CH2:31]1.N[C@@H]1CCCC[C@H]1N.[O-]P([O-])([O-])=O.[K+].[K+].[K+].C([O-])(O)=O.[Na+]>O1CCOCC1.[Cu]I>[CH3:29][C:30]1([CH3:36])[CH2:34][N:33]([C:6]2[CH:5]=[CH:4][C:3]([N:9]3[CH:14]=[C:13]([O:15][CH3:16])[C:12](=[O:17])[C:11]([C:18]4[N:22]([C:23]5[CH:28]=[CH:27][CH:26]=[CH:25][CH:24]=5)[N:21]=[CH:20][CH:19]=4)=[N:10]3)=[C:2]([F:1])[CH:7]=2)[C:32](=[O:35])[CH2:31]1 |f:3.4.5.6,7.8|. Reported procedure: A suspension of 1-(2-fluoro-4-iodophenyl)-5-methoxy-3-(1-phenyl-1H-pyrazol-5-yl)pyridazin-4(1H)-one (244 mg, 0.500 mmol), 4,4-dimethyl-2-pyrrolidinone (67.9 mg, 0.600 mmol), trans-1,2-diaminocyclohexane (0.012 mL, 0.10 mmol), CuI (9.5 mg, 0.050 mmol), and K3PO4 (212 mg, 1.00 mmol) in 1,4-dioxane (2.0 mL) was stirred at 110° C. under Ar atmosphere. The reaction mixture was poured into 5% NaHCO3 aqueous solution (20 mL) and extracted with AcOEt (20 mL×3). The combined organic phase was washed with... Starting materials: Cl.C1(CC1)COC1=C(C=C(C=C1)C)C=1C2=C(N=CN1)C(=C(N2)C)C(=O)NC2CCNCC2 (4-[2-(cyclopropylmethoxy)-5-methylphenyl]-6-methyl-N-(piperidin-4-yl)-5H-pyrrolo[3,2-d]pyrimidine-7-carboxamide hydrochloride), C(CC)(=O)Cl (propionyl chloride). The product is C1(CC1)COC1=C(C=C(C=C1)C)C=1C2=C(N=CN1)C(=C(N2)C)C(=O)NC2CCN(CC2)C(CC)=O (4-[2-(Cyclopropylmethoxy)-5-methylphenyl]-6-methyl-N-(1-propanoylpiperidin-4-yl)-5H-pyrrolo[3,2-d]pyrimidine-7-carboxamide). As a reaction SMILES: Cl.[CH:2]1([CH2:5][O:6][C:7]2[CH:12]=[CH:11][C:10]([CH3:13])=[CH:9][C:8]=2[C:14]2[C:15]3[NH:22][C:21]([CH3:23])=[C:20]([C:24]([NH:26][CH:27]4[CH2:32][CH2:31][NH:30][CH2:29][CH2:28]4)=[O:25])[C:16]=3[N:17]=[CH:18][N:19]=2)[CH2:4][CH2:3]1.[C:33](Cl)(=[O:36])[CH2:34][CH3:35]>>[CH:2]1([CH2:5][O:6][C:7]2[CH:12]=[CH:11][C:10]([CH3:13])=[CH:9][C:8]=2[C:14]2[C:15]3[NH:22][C:21]([CH3:23])=[C:20]([C:24]([NH:26][CH:27]4[CH2:28][CH2:29][N:30]([C:33](=[O:36])[CH2:34][CH3:35])[CH2:31][CH2:32]4)=[O:25])[C:16]=3[N:17]=[CH:18][N:19]=2)[CH2:4][CH2:3]1 |f:0.1|. Procedure: Starting from 4-[2-(cyclopropylmethoxy)-5-methylphenyl]-6-methyl-N-(piperidin-4-yl)-5H-pyrrolo[3,2-d]pyrimidine-7-carboxamide hydrochloride (example D.f28) and commercially available propionyl chloride the title compound is obtained as colorless solid. Starting materials: FC=1C=C(C=C(C1)F)B(O)O (3,5-difluorophenylboronic acid), C(CCCC)C=1C=NC(=NC1)Cl (5-pentyl-2-chloropyrimidine). Yields the product FC=1C=C(C=C(C1)F)C1=NC=C(C=N1)CCCCC (2-(3,5-difluorophenyl)-5-pentylpyrimidine). As a reaction SMILES: [F:1][C:2]1[CH:3]=[C:4](B(O)O)[CH:5]=[C:6]([F:8])[CH:7]=1.[CH2:12]([C:17]1[CH:18]=[N:19][C:20](Cl)=[N:21][CH:22]=1)[CH2:13][CH2:14][CH2:15][CH3:16]>>[F:1][C:2]1[CH:3]=[C:4]([C:20]2[N:19]=[CH:18][C:17]([CH2:12][CH2:13][CH2:14][CH2:15][CH3:16])=[CH:22][N:21]=2)[CH:5]=[C:6]([F:8])[CH:7]=1. Reported procedure: 80 mmol of 3,5-difluorophenylboronic acid are coupled to 80 mmol of 5-pentyl-2-chloropyrimidine analogously to Example IB Reactants: C1CCOC1, CCO, Cl, [Na+], [OH-], CCOC(=O)C(C)(C)Oc1ccc(C(=C2CC(C)(C)CC(C)(C)C2)c2ccc(O)cc2)cc1. Yields the product CC1(C)CC(=C(c2ccc(O)cc2)c2ccc(OC(C)(C)C(=O)O)cc2)CC(C)(C)C1. As a reaction SMILES: [CH2:37]1[O:38][CH2:39][CH2:40][CH2:41]1.[CH3:42][CH2:43][OH:44].[ClH:36].[Na+:35].[OH-:34].[OH:1][c:2]1[cH:3][cH:4][c:5]([C:8]([c:9]2[cH:10][cH:11][c:12]([O:15][C:16]([C:17](=[O:18])[O:19][CH2:20][CH3:21])([CH3:22])[CH3:23])[cH:13][cH:14]2)=[C:24]2[CH2:25][C:26]([CH3:32])([CH3:33])[CH2:27][C:28]([CH3:30])([CH3:31])[CH2:29]2)[cH:6][cH:7]1>>[OH:1][c:2]1[cH:3][cH:4][c:5]([C:8]([c:9]2[cH:10][cH:11][c:12]([O:15][C:16]([C:17](=[O:18])[OH:19])([CH3:22])[CH3:23])[cH:13][cH:14]2)=[C:24]2[CH2:25][C:26]([CH3:32])([CH3:33])[CH2:27][C:28]([CH3:30])([CH3:31])[CH2:29]2)[cH:6][cH:7]1.